Dataset: the Open Reaction Database (ORD), a public repository of structured organic reaction records. Task: describe an organic reaction: reactants, conditions, products, and yield Starting materials: C([O-])(O)=O.[Na+] (sodium bicarbonate), C(CC(O)(C(=O)O)CC(=O)O)(=O)O (citric acid), OC=1C=CC(=NC1)C(=O)O (5-hydroxy-pyridine-2-carboxylic acid), S(O)(O)(=O)=O (sulfuric acid), [OH-].[Na+] (sodium hydroxide). Run in C(C)O (ethanol). Conditions: temperature 0 celsius. The product is C(C)OC(=O)C1=NC=C(C=C1)O (5-Hydroxy-pyridine-2-carboxylic acid ethyl ester). Yield: 55.0%. As a reaction SMILES: [OH:1][C:2]1[CH:3]=[CH:4][C:5]([C:8]([OH:10])=[O:9])=[N:6][CH:7]=1.S(=O)(=O)(O)O.[OH-].[Na+].C(=O)(O)[O-].[Na+].[C:23](O)(=O)[CH2:24]C(CC(O)=O)(C(O)=O)O>C(O)C>[CH2:23]([O:9][C:8]([C:5]1[CH:4]=[CH:3][C:2]([OH:1])=[CH:7][N:6]=1)=[O:10])[CH3:24] |f:2.3,4.5|. Procedure details: To a stirred solution of 5-hydroxy-pyridine-2-carboxylic acid (1.25 g, 9.0 mmol) in ethanol (40 mL) was added concentrated sulfuric acid (3 mL, 56.3 mmol) and the resulting solution heated at reflux under an atmosphere of argon for 20 h. The solution was then cooled to 0° C. then sodium hydroxide (2 N, 55 mL) was added. Saturated aqueous sodium bicarbonate and 10% w/w citric acid solution were then added to bring the pH to 7 and the resulting solution concentrated to ˜70 mL). The resulting mixtu... Reactants: ClC1=CC(=C(C=C1Cl)N)N (4,5-dichloro-o-phenylenediamine), O=C(C(=O)O)CCC(=O)O (2-ketoglutaric acid). Run in C(C)O (ethanol). Yields the product ClC=1C=C2NC(C(=NC2=CC1Cl)CCC(=O)O)=O (6,7-dichloro-3,4-dihydro-3-oxo-2-quinoxaline propionic acid). As a reaction SMILES: [Cl:1][C:2]1[C:7]([Cl:8])=[CH:6][C:5]([NH2:9])=[C:4]([NH2:10])[CH:3]=1.O=[C:12]([CH2:16][CH2:17][C:18](O)=[O:19])[C:13]([OH:15])=[O:14]>C(O)C>[Cl:1][C:2]1[CH:3]=[C:4]2[C:5](=[CH:6][C:7]=1[Cl:8])[N:9]=[C:17]([CH2:16][CH2:12][C:13]([OH:15])=[O:14])[C:18](=[O:19])[NH:10]2. Procedure: Following the above procedure, 4,5-dichloro-o-phenylenediamine was reacted with 2-ketoglutaric acid in ethanol to yield 6,7-dichloro-3,4-dihydro-3-oxo-2-quinoxaline propionic acid. Reaction of the free acid with ethanol in the presence of BF3 etherate yielded the corresponding ethyl ester, β-(6,7-dichloro-3,4-dihydro-3-oxo-2-quinoxaline)propionic acid, ethyl ester melting at 183.5-184.5. The free acid had the following analysis. Reactants: C(=O)(OC(C)(C)C)C1=NC=CC(=C1N)CCCC(=O)N(C)CC(=O)O.C(C)OC(C[C@H](N)CCC1=CNC2=CC=CC=C12)=O (4-(2-Boc-amino-pyridin-4-yl)butanoyl-sarcosine 3(R)-[2-(indol-3-yl)ethyl]-β-alanine ethyl ester), [OH-].[Na+] (NaOH). The solvent is CCOC(=O)C (EtOAc), CCO (EtOH). Yields the product CCO.O.[NH4+].[OH-] (EtOH H2O NH4OH), NC1=NC=CC(=C1)CCCC(=O)N(C)CC(=O)O.N1C=C(C2=CC=CC=C12)CC[C@@H](N)CC(=O)O (4-(2-Aminopyridin-4-yl)butanoyl-sarcosine 3(R)-[2-(indol-3-yl)ethyl]-β-alanine). As a reaction SMILES: [C:1]([C:8]1[C:13](N)=[C:12]([CH2:15][CH2:16][CH2:17][C:18]([N:20]([CH2:22][C:23]([OH:25])=[O:24])[CH3:21])=[O:19])[CH:11]=[CH:10][N:9]=1)(OC(C)(C)C)=[O:2].C([O:28][C:29](=[O:44])[CH2:30][C@@H:31]([CH2:33][CH2:34][C:35]1[C:43]2[C:38](=[CH:39][CH:40]=[CH:41][CH:42]=2)[NH:37][CH:36]=1)[NH2:32])C.[OH-:45].[Na+]>CCO.CCOC(C)=O>[CH3:8][CH2:1][OH:2].[OH2:28].[NH4+:9].[OH-:45].[NH2:32][C:8]1[CH:13]=[C:12]([CH2:15][CH2:16][CH2:17][C:18]([N:20]([CH2:22][C:23]([OH:25])=[O:24])[CH3:21])=[O:19])[CH:11]=[CH:10][N:9]=1.[NH:37]1[C:38]2[C:43](=[CH:42][CH:41]=[CH:40][CH:39]=2)[C:35]([CH2:34][CH2:33][C@H:31]([CH2:30][C:29]([OH:44])=[O:28])[NH2:32])=[CH:36]1 |f:0.1,2.3,6.7.8.9,10.11|. Procedure details: Ester 4-5 (20 mg, 34 μmol) was dissolved in 350 μL EtOH, then 1 N NaOH (85 μL, 85 μmol) was added. After 2 h the reaction was diluted with EtOAc, washed with 10% KHSO4 and brine, dried (MgSO4), filtered and concentrated. The residue was dissolved in 1 mL CH2Cl2, treated with 1 mL TFA for 1 h, then concentrated and azeotroped with toluene. Flash chromatography (silica, 50:1:1, EtOH/H2O/NH4OH) provided 4-6 as an off-white solid.